Dataset: the Open Reaction Database (ORD), a public repository of structured organic reaction records. Task: describe an organic reaction: reactants, conditions, products, and yield Starting materials: CS(=O)(=O)O, CCN(CC)C(=O)C=CC(C)Cl, [H-], Nc1cc(Cl)nc(S)n1, [Na+], CN(C)C=O. Product: CCN(CC)C(=O)C=CC(C)Sc1nc(N)cc(Cl)n1. As a reaction SMILES: [CH3:1][S:2]([OH:3])(=[O:4])=[O:5].[Cl:17][CH:18]([CH:19]=[CH:20][C:21](=[O:22])[N:23]([CH2:24][CH3:25])[CH2:26][CH3:27])[CH3:28].[H-:15].[NH2:6][c:7]1[n:8][c:9]([SH:14])[n:10][c:11]([Cl:13])[cH:12]1.[Na+:16].[O:29]=[CH:30][N:31]([CH3:32])[CH3:33]>>[NH2:6][c:7]1[n:8][c:9]([S:14][CH:18]([CH:19]=[CH:20][C:21](=[O:22])[N:23]([CH2:24][CH3:25])[CH2:26][CH3:27])[CH3:28])[n:10][c:11]([Cl:13])[cH:12]1. The reactants are CCO, CC=CC1CCC(C(=O)OCC)CC1, [Na+], [OH-], O. Reaction SMILES: [CH3:18][CH2:19][OH:20].[CH:1](=[CH:2][CH3:3])[CH:4]1[CH2:5][CH2:6][CH:7]([C:10](=[O:11])[O:12][CH2:13][CH3:14])[CH2:8][CH2:9]1.[Na+:16].[OH-:15].[OH2:17]>>[CH:1](=[CH:2][CH3:3])[CH:4]1[CH2:5][CH2:6][CH:7]([C:10](=[O:11])[OH:12])[CH2:8][CH2:9]1. Yields the product CC=CC1CCC(C(=O)O)CC1. Starting materials: O=C([O-])[O-], CC#CC(=O)OCC, [K+], [K+], C1CCOC1, CC(C)(O)Cc1cccc(O)c1. Yields the product CCOC(=O)C=C(C)Oc1cccc(CC(C)(C)O)c1. Reaction SMILES: [C:21](=[O:22])([O-:23])[O-:24].[CH2:13]([CH3:14])[O:15][C:16]([C:17]#[C:18][CH3:19])=[O:20].[K+:25].[K+:26].[O:27]1[CH2:28][CH2:29][CH2:30][CH2:31]1.[OH:1][C:2]([CH2:3][c:4]1[cH:5][c:6]([OH:10])[cH:7][cH:8][cH:9]1)([CH3:11])[CH3:12]>>[OH:1][C:2]([CH2:3][c:4]1[cH:5][c:6]([O:10][C:18](=[CH:17][C:16]([O:15][CH2:13][CH3:14])=[O:20])[CH3:19])[cH:7][cH:8][cH:9]1)([CH3:11])[CH3:12].